This data is from the Open Reaction Database (ORD), a public repository of structured organic reaction records. The task is: describe an organic reaction: reactants, conditions, products, and yield Reactants: F[B-](F)(F)F, Nc1cccc(Cl)c1, Cl, O=N[O-], [Na+], [Na+], O. The product is F[B-](F)(F)F, N#[N+]c1cccc(Cl)c1. As a reaction SMILES: [B-:13]([F:14])([F:15])([F:16])[F:17].[Cl:1][c:2]1[cH:3][c:4]([NH2:5])[cH:6][cH:7][cH:8]1.[ClH:20].[N:9]([O-:10])=[O:11].[Na+:12].[Na+:18].[OH2:19]>>[B-:13]([F:14])([F:15])([F:16])[F:17].[Cl:1][c:2]1[cH:3][c:4]([N+:5]#[N:9])[cH:6][cH:7][cH:8]1. The reactants are C1CCOC1, C[Si](C)(C)[N-][Si](C)(C)C, CC#N, C=CCOC(=O)N1CCC(c2csc(S)n2)=CC1C(C)C, [Li+], C=CCOC(=O)C1=C(OP(Oc2ccccc2)Oc2ccccc2)C(C)C2C(C(C)O[Si](C)(C)C)C(=O)N12, O. Yields the product C=CCOC(=O)C1=C(Sc2nc(C3=CC(C(C)C)N(C(=O)OCC=C)CC3)cs2)C(C)C2C(C(C)O[Si](C)(C)C)C(=O)N12. Reaction SMILES: [CH2:73]1[O:74][CH2:75][CH2:76][CH2:77]1.[CH3:1][Si:2]([CH3:3])([CH3:4])[N-:5][Si:6]([CH3:7])([CH3:8])[CH3:9].[CH3:70][C:71]#[N:72].[CH:11]([CH3:12])([CH3:13])[CH:14]1[CH:15]=[C:16]([c:26]2[n:27][c:28]([SH:31])[s:29][cH:30]2)[CH2:17][CH2:18][N:19]1[C:20](=[O:21])[O:22][CH2:23][CH:24]=[CH2:25].[Li+:10].[O:32]([P:33]([O:34][c:35]1[cH:36][cH:37][cH:38][cH:39][cH:40]1)[O:63][C:41]1=[C:42]([C:57](=[O:58])[O:59][CH2:60][CH:61]=[CH2:62])[N:43]2[C:44](=[O:56])[CH:45]([CH:49]([CH3:50])[O:51][Si:52]([CH3:53])([CH3:54])[CH3:55])[CH:46]2[CH:47]1[CH3:48])[c:64]1[cH:65][cH:66][cH:67][cH:68][cH:69]1.[OH2:78]>>[CH:11]([CH3:12])([CH3:13])[CH:14]1[CH:15]=[C:16]([c:26]2[n:27][c:28]([S:31][C:41]3=[C:42]([C:57](=[O:58])[O:59][CH2:60][CH:61]=[CH2:62])[N:43]4[C:44](=[O:56])[CH:45]([CH:49]([CH3:50])[O:51][Si:52]([CH3:53])([CH3:54])[CH3:55])[CH:46]4[CH:47]3[CH3:48])[s:29][cH:30]2)[CH2:17][CH2:18][N:19]1[C:20](=[O:21])[O:22][CH2:23][CH:24]=[CH2:25]. The reactants are C(CCCCCCC)(=O)Cl (caprylyl chloride), CSC=1C=CC2=C(C(CC3=C(S2)C=CC=C3)N3CCN(CC3)CCCO)C1 (8-methylthio-10-[4-(3-hydroxypropyl)piperazino]-10,11-dihydrodibenzo[b,f]thiepin). Run in C(Cl)(Cl)Cl (chloroform), C1=CC=CC=C1 (benzene). Reaction conditions: temperature 60 celsius, time 4 day. Product: CSC=1C=CC2=C(C(CC3=C(S2)C=CC=C3)N3CCN(CC3)CCCOC(CCCCCCC)=O)C1 (8-Methylthio-10-[4-(3-octanoyloxypropyl)piperazino]-10,11-dihydrodibenzo[b,f]thiepin). RXN SMILES: [CH3:1][S:2][C:3]1[CH:4]=[CH:5][C:6]2[S:12][C:11]3[CH:13]=[CH:14][CH:15]=[CH:16][C:10]=3[CH2:9][CH:8]([N:17]3[CH2:22][CH2:21][N:20]([CH2:23][CH2:24][CH2:25][OH:26])[CH2:19][CH2:18]3)[C:7]=2[CH:27]=1.[C:28](Cl)(=[O:36])[CH2:29][CH2:30][CH2:31][CH2:32][CH2:33][CH2:34][CH3:35]>C(Cl)(Cl)Cl.C1C=CC=CC=1>[CH3:1][S:2][C:3]1[CH:4]=[CH:5][C:6]2[S:12][C:11]3[CH:13]=[CH:14][CH:15]=[CH:16][C:10]=3[CH2:9][CH:8]([N:17]3[CH2:18][CH2:19][N:20]([CH2:23][CH2:24][CH2:25][O:26][C:28](=[O:36])[CH2:29][CH2:30][CH2:31][CH2:32][CH2:33][CH2:34][CH3:35])[CH2:21][CH2:22]3)[C:7]=2[CH:27]=1. Reported procedure: In accordance with the general procedure described in the foregoing Examples, 14.0 grams of 8-methylthio-10-[4-(3-hydroxypropyl)piperazino]-10,11-dihydrodibenzo[b,f]thiepin was reacted with 12.2 grams of caprylyl chloride (octanoyl chloride) in a mixture of 20 milliliters of chloroform and 60 milliliters of benzene. After the reaction mixture had been allowed to stand for 4 days at room temperature, the reaction mixture was heated to a temperature of 60°C and further treated as described in the ... The reactants are COC(=O)C=1SC(=CC1OC(C)C1=C(C=CC=C1)Cl)C=1C=NC=CC1 (3-[1-(2-Chloro-phenyl)-ethoxy]-5-pyridin-3-yl-thiophene-2-carboxylic acid methyl ester), N (NH3). Run in CO (MeOH). Reaction conditions: temperature 100 celsius. Product: ClC1=C(C=CC=C1)C(C)OC1=C(SC(=C1)C=1C=NC=CC1)C(=O)N (3-[1-(2-Chloro-phenyl)-ethoxy]-5-pyridin-3-yl-thiophene-2-carboxylic acid amide). The yield is 54.0%. As a reaction SMILES: C[O:2][C:3]([C:5]1[S:6][C:7]([C:20]2[CH:21]=[N:22][CH:23]=[CH:24][CH:25]=2)=[CH:8][C:9]=1[O:10][CH:11]([C:13]1[CH:18]=[CH:17][CH:16]=[CH:15][C:14]=1[Cl:19])[CH3:12])=O.[NH3:26]>CO>[Cl:19][C:14]1[CH:15]=[CH:16][CH:17]=[CH:18][C:13]=1[CH:11]([O:10][C:9]1[CH:8]=[C:7]([C:20]2[CH:21]=[N:22][CH:23]=[CH:24][CH:25]=2)[S:6][C:5]=1[C:3]([NH2:26])=[O:2])[CH3:12]. Reported procedure: 3-[1-(2-Chloro-phenyl)-ethoxy]-5-pyridin-3-yl-thiophene-2-carboxylic acid methyl ester (58 mg, 0.16 mmol, 1.0 Eq.) was suspended in 7M NH3 in MeOH (10 mL) and heated to 100° C. in a pressure tube for 3 days. The reaction was allowed to cool to ambient temperature, the solvent removed in vacuo and purified by tritruation with MeOH to give the title compound as an off-white solid (30 mg, 0.08 mmol, 54%); 1H NMR (400 MHz, d-6 DMSO) δ 1.72 (3H, d), 6.00 (1H, q), 7.10 (1H, br s), 7.35-7.52 (5H, m), 7... Reactants: C1(=CC=CC=C1)N=C=O (phenyl isocyanate), C(C)C=1C(=C(C(=O)O)C(=C(C1)OC)OC)N (ethyl 2-amino-5,6-dimethoxybenzoic acid). Solvent: N1=CC=CC=C1 (pyridine), N1=CC=CC=C1 (pyridine), [OH-].[Na+] (NaOH). Conditions: temperature 0 celsius, time 1 hour. The product is COC1=C2C(N(C(NC2=CC=C1OC)=O)C1=CC=CC=C1)=O (5,6-Dimethoxy-3-phenylquinazolin-2,4(1H, 3H)-dione). Reaction SMILES: [C:1]1([N:7]=[C:8]=[O:9])[CH:6]=[CH:5][CH:4]=[CH:3][CH:2]=1.C([C:12]1[C:13]([NH2:25])=[C:14]([C:18]([O:23][CH3:24])=[C:19]([O:21][CH3:22])[CH:20]=1)[C:15]([OH:17])=O)C>N1C=CC=CC=1.[OH-].[Na+]>[CH3:24][O:23][C:18]1[C:19]([O:21][CH3:22])=[CH:20][CH:12]=[C:13]2[C:14]=1[C:15](=[O:17])[N:7]([C:1]1[CH:6]=[CH:5][CH:4]=[CH:3][CH:2]=1)[C:8](=[O:9])[NH:25]2 |f:3.4|. Procedure details: To phenyl isocyanate (2.26 ml, 2.48 g, 20.8 mM) in pyridine (9.2 ml) at 0° C. was added a cold solution of ethyl 2-amino-5,6-dimethoxybenzoic acid (3.0 g, 13.3 mM) in pyridine (16.7 ml). The solution was stirred at 0° C. for thirty minutes, then kept at room temperature for one hour. The solution was then concentrated to dryness to give a white solid. This was dissolved in 69.9 ml of 1N NaOH (4:1 MeOH-H2O) and heated at reflux for two hours. The solvent was removed in vacuo and the gummy residue...